This data is from the Open Reaction Database (ORD), a public repository of structured organic reaction records. The task is: describe an organic reaction: reactants, conditions, products, and yield Run in C1CCOC1 (THF). Reported procedure: To a solution of ethyl 6-chloro-2-fluoro-3-((3-hydroxy-2,2-dimethylpropanamido)methyl)benzoate (Intermediate-59, step 1, 200 mg, 0.60 mmol) in THF (2 mL) was added diethylaminosulfur trifluoride (146 mg, 0.90 mmol) and the reaction mixture was stirred at rt for 12 h. Then the reaction mixture was quenched with water and was extracted with CHCl3. The organic layer was washed with brine, separated, dried, filtered and concentrated. The residue was purified by column chromatography to afford 0.104 ... Product: ClC1=CC=C(C(=C1C(=O)OCC)F)CNC(C(CF)(C)C)=O (ethyl 6-chloro-2-fluoro-3-((3-fluoro-2,2-dimethylpropanamido)methyl)benzoate). The yield is 51.9%. The reactants are ClC1=CC=C(C(=C1C(=O)OCC)F)CNC(C(CO)(C)C)=O (ethyl 6-chloro-2-fluoro-3-((3-hydroxy-2,2-dimethylpropanamido)methyl)benzoate), C(C)N(CC)S(F)(F)F (diethylaminosulfur trifluoride). RXN SMILES: [Cl:1][C:2]1[C:7]([C:8]([O:10][CH2:11][CH3:12])=[O:9])=[C:6]([F:13])[C:5]([CH2:14][NH:15][C:16](=[O:22])[C:17]([CH3:21])([CH3:20])[CH2:18]O)=[CH:4][CH:3]=1.C(N(S(F)(F)[F:29])CC)C>C1COCC1>[Cl:1][C:2]1[C:7]([C:8]([O:10][CH2:11][CH3:12])=[O:9])=[C:6]([F:13])[C:5]([CH2:14][NH:15][C:16](=[O:22])[C:17]([CH3:21])([CH3:20])[CH2:18][F:29])=[CH:4][CH:3]=1. Reaction conditions: time 12 hour. The reactants are CC(=O)O[BH-](OC(C)=O)OC(C)=O, CC(N)c1ccccc1, CC(=O)O, CO, CO, CC(C)OC(C)C, ClCCl, Cl, [Na+], COC(=O)Cc1cccc(CC(C)=O)c1. Product: COC(=O)Cc1cccc(CC(C)NC(C)c2ccccc2)c1, Cl. Reaction SMILES: [C:25]([O:26][BH-:27]([O:28][C:29](=[O:30])[CH3:31])[O:32][C:33](=[O:34])[CH3:35])(=[O:36])[CH3:37].[CH3:16][CH:17]([c:18]1[cH:19][cH:20][cH:21][cH:22][cH:23]1)[NH2:24].[CH3:39][C:40](=[O:41])[OH:42].[CH3:44][OH:45].[CH3:56][OH:57].[CH:46]([O:47][CH:48]([CH3:49])[CH3:50])([CH3:51])[CH3:52].[Cl:53][CH2:54][Cl:55].[ClH:43].[Na+:38].[O:1]=[C:2]([CH2:3][c:4]1[cH:5][c:6]([CH2:10][C:11](=[O:12])[O:13][CH3:14])[cH:7][cH:8][cH:9]1)[CH3:15]>>[CH:2]([CH2:3][c:4]1[cH:5][c:6]([CH2:10][C:11](=[O:12])[O:13][CH3:14])[cH:7][cH:8][cH:9]1)([CH3:15])[NH:24][CH:17]([CH3:16])[c:18]1[cH:19][cH:20][cH:21][cH:22][cH:23]1.[ClH:43]. The reactants are CC1=C(C=CC=C1C(=O)OC)C1=C(C=CC=C1C)C (Methyl 2,2′,6′-Trimethylbiphenyl-3-carboxylate), [Cl-].[NH4+] (ammonium chloride), [H-].[Al+3].[Li+].[H-].[H-].[H-] (lithium aluminum hydride), [Cl-].[NH4+] (ammonium chloride), [H][H] (hydrogen). Solvent: C(C)OCC (diethyl ether). Reaction conditions: time 16 hour. Product: CC1=C(C=CC=C1CO)C1=C(C=CC=C1C)C ((2,2′,6′-Trimethylbiphenyl-3-yl)methanol). Reaction SMILES: [CH3:1][C:2]1[C:7]([C:8](OC)=[O:9])=[CH:6][CH:5]=[CH:4][C:3]=1[C:12]1[C:17]([CH3:18])=[CH:16][CH:15]=[CH:14][C:13]=1[CH3:19].[H-].[Al+3].[Li+].[H-].[H-].[H-].[Cl-].[NH4+].[H][H]>C(OCC)C>[CH3:1][C:2]1[C:7]([CH2:8][OH:9])=[CH:6][CH:5]=[CH:4][C:3]=1[C:12]1[C:17]([CH3:18])=[CH:16][CH:15]=[CH:14][C:13]=1[CH3:19] |f:1.2.3.4.5.6,7.8|. Procedure details: To a solution of the product from Step B (1 g, 3.93 mmol) in diethyl ether (20 ml) was carefully added lithium aluminum hydride (1.5 g, 3.93 mmol). The mixture was stirred at room temperature for 16 h. Saturated aqueous ammonium chloride solution was added dropwise until no hydrogen gas was being generated. A few more drops of saturated aqueous ammonium chloride solution was added and the mixture was stirred at room temperature for 30 min and filtered. The filtrate was dried on magnesium sulfate... The reactants are C1CCOC1, COC(=O)c1ccc(Oc2ccc(C(C)C(O)(c3ccc4c(c3)n(C)c(=O)n4C)C(F)(F)F)c(Cl)c2)cc1F, CO, [Li+], [OH-]. Product: CC(c1ccc(Oc2ccc(C(=O)O)c(F)c2)cc1Cl)C(O)(c1ccc2c(c1)n(C)c(=O)n2C)C(F)(F)F. RXN SMILES: [CH2:44]1[O:45][CH2:46][CH2:47][CH2:48]1.[CH3:1][O:2][C:3]([c:4]1[c:5]([F:38])[cH:6][c:7]([O:10][c:11]2[cH:12][c:13]([Cl:37])[c:14]([CH:17]([C:18]([C:19]([F:20])([F:21])[F:22])([OH:23])[c:24]3[cH:25][c:26]4[c:27]([n:28]([CH3:33])[c:29](=[O:32])[n:30]4[CH3:31])[cH:34][cH:35]3)[CH3:36])[cH:15][cH:16]2)[cH:8][cH:9]1)=[O:39].[CH3:42][OH:43].[Li+:41].[OH-:40]>>[O:2]=[C:3]([c:4]1[c:5]([F:38])[cH:6][c:7]([O:10][c:11]2[cH:12][c:13]([Cl:37])[c:14]([CH:17]([C:18]([C:19]([F:20])([F:21])[F:22])([OH:23])[c:24]3[cH:25][c:26]4[c:27]([n:28]([CH3:33])[c:29](=[O:32])[n:30]4[CH3:31])[cH:34][cH:35]3)[CH3:36])[cH:15][cH:16]2)[cH:8][cH:9]1)[OH:39]. The reactants are [N+](=O)([O-])C=1C=C(C=CC1NC1=CC=CC=C1)CO ((3-Nitro-4-(phenylamino)phenyl)methanol), [H][H] (hydrogen). RXN SMILES: [N+:1]([C:4]1[CH:5]=[C:6]([CH2:17][OH:18])[CH:7]=[CH:8][C:9]=1[NH:10][C:11]1[CH:16]=[CH:15][CH:14]=[CH:13][CH:12]=1)([O-])=O.[H][H]>CO.[Pd]>[NH2:1][C:4]1[CH:5]=[C:6]([CH2:17][OH:18])[CH:7]=[CH:8][C:9]=1[NH:10][C:11]1[CH:16]=[CH:15][CH:14]=[CH:13][CH:12]=1. Product: NC=1C=C(C=CC1NC1=CC=CC=C1)CO ((3-amino-4-(phenylamino)phenyl)methanol). Procedure details: ((3-Nitro-4-(phenylamino)phenyl)methanol (2.141 g, 0.008766 mol) was dissolved in methanol (40 mL) under a nitrogen atmosphere and 10% palladium on carbon (1:9, palladium:carbon black, 0.500 g) was added. The mixture was stirred under one atmosphere of hydrogen for 3 hours. The reaction was filtered, concentrated and the residue dissolved in ethyl acetate, washed with saturated sodium bicarbonate, dried over magnesium sulfate and concentrated to give a crude product that was used directly in the... The reagents and catalysts are [Pd] (palladium on carbon). The solvent is CO (methanol). The reactants are [Al+3], COC(=O)c1cn(Cc2ccc(Oc3ccccc3)cc2)nc1OCc1nc(-c2ccccc2)oc1C, [H-], [H-], [H-], [H-], [Li+], [Na+], [Na+], C1CCOC1, O, O, O, O, O, O, O, O, O, O, O=S(=O)([O-])[O-]. Product: Cc1oc(-c2ccccc2)nc1COc1nn(Cc2ccc(Oc3ccccc3)cc2)cc1CO. As a reaction SMILES: [Al+3:2].[CH3:7][c:8]1[c:9]([CH2:19][O:20][c:21]2[n:22][n:23]([CH2:30][c:31]3[cH:32][cH:33][c:34]([O:37][c:38]4[cH:39][cH:40][cH:41][cH:42][cH:43]4)[cH:35][cH:36]3)[cH:24][c:25]2[C:26](=[O:27])[O:28][CH3:29])[n:10][c:11](-[c:13]2[cH:14][cH:15][cH:16][cH:17][cH:18]2)[o:12]1.[H-:1].[H-:4].[H-:5].[H-:6].[Li+:3].[Na+:59].[Na+:60].[O:61]1[CH2:62][CH2:63][CH2:64][CH2:65]1.[OH2:44].[OH2:45].[OH2:46].[OH2:47].[OH2:48].[OH2:49].[OH2:50].[OH2:51].[OH2:52].[OH2:53].[S:54]([O-:55])([O-:56])(=[O:57])=[O:58]>>[CH3:7][c:8]1[c:9]([CH2:19][O:20][c:21]2[n:22][n:23]([CH2:30][c:31]3[cH:32][cH:33][c:34]([O:37][c:38]4[cH:39][cH:40][cH:41][cH:42][cH:43]4)[cH:35][cH:36]3)[cH:24][c:25]2[CH2:26][OH:27])[n:10][c:11](-[c:13]2[cH:14][cH:15][cH:16][cH:17][cH:18]2)[o:12]1.